Dataset: the Open Reaction Database (ORD), a public repository of structured organic reaction records. Task: describe an organic reaction: reactants, conditions, products, and yield Starting materials: C1(=CC=CC=C1)C1(OCCO1)C1=CC=C(C=C1)C(C(C)(C)C)O (2-phenyl-2-(4-[1-hydroxy-2,2-dimethylpropyl]-phenyl)-1,3-dioxolane), Cl (hydrochloric acid). The solvent is C(C)(=O)O (acetic acid). Conditions: temperature 60 celsius. Yields the product C(C1=CC=CC=C1)(=O)C1=CC=C(C=C1)C(C(C)(C)C)O (1-(p-benzoylphenyl)-2,2-dimethylpropanol). As a reaction SMILES: [C:1]1([C:7]2([C:12]3[CH:17]=[CH:16][C:15]([CH:18]([OH:23])[C:19]([CH3:22])([CH3:21])[CH3:20])=[CH:14][CH:13]=3)OCC[O:8]2)[CH:6]=[CH:5][CH:4]=[CH:3][CH:2]=1.Cl>C(O)(=O)C>[C:7]([C:12]1[CH:13]=[CH:14][C:15]([CH:18]([OH:23])[C:19]([CH3:21])([CH3:20])[CH3:22])=[CH:16][CH:17]=1)(=[O:8])[C:1]1[CH:2]=[CH:3][CH:4]=[CH:5][CH:6]=1. Procedure details: 14.2 gr. of the above 2-phenyl-2-(4-[1-hydroxy-2,2-dimethylpropyl]-phenyl)-1,3-dioxolane is dissolved in 500 milliliters 25% acetic acid and 5 milliliters of concentrated hydrochloric acid are added. The solution is heated on a water bath at about 60° C. for two hours. The mixture is then treated with 300 ml. of saturated sodium chloride and extracted three times with ether. The combined ether layers are washed with saturated sodium chloride solution, 2N sodium hydroxide and then dried over anhy... Reactants: [N+](=O)([O-])C=C(CCS)NCC#C (1-nitro-2-(2-propynylamino)-2-(2-mercaptoethyl)ethylene), ClCC=1SC=CN1 (2-chloromethylthiazole), base. Yields the product [N+](=O)([O-])C=C(NCCSCC=1SC=CN1)NC#CC (1-Nitro-2-(propynylamino)-2-{2-[(thiazol-2-yl)methylthio]ethylamino}ethylene). RXN SMILES: [N+:1]([CH:4]=[C:5]([NH:9][CH2:10][C:11]#[CH:12])CCS)([O-:3])=[O:2].Cl[CH2:14][C:15]1[S:16][CH:17]=[CH:18][N:19]=1>>[N+:1]([CH:4]=[C:5]([NH:9][C:10]#[C:11][CH3:12])[NH:19][CH2:18][CH2:17][S:16][CH2:14][C:15]1[S:16][CH:17]=[CH:18][N:19]=1)([O-:3])=[O:2]. Reported procedure: The product of Step A is reacted in a non-reactive solvent with about an equimolar amount of 2-chloromethylthiazole and about one equivalent of base, and the title product is thereby produced.